Dataset: the Open Reaction Database (ORD), a public repository of structured organic reaction records. Task: describe an organic reaction: reactants, conditions, products, and yield Starting materials: CS(=O)(=O)CCN ([2-(Methylsulfonyl)ethyl]amine), ClC1=NC=CC(=N1)C1=C(N=C(S1)C(C)C)C=1C=C(C=CC1)NS(=O)(=O)C=1OC=CC1 (N-{3-[5-(2-chloro-4-pyrimidinyl)-2-(1-methylethyl)-1,3-thiazol-4-yl]phenyl}-2-furansulfonamide), C(C)OCC (Diethyl ether). Run in C(Cl)Cl (DCM), Cl (HCl). Conditions: temperature 56 celsius. The product is CC(C)C=1SC(=C(N1)C=1C=C(C=CC1)NS(=O)(=O)C=1OC=CC1)C1=NC(=NC=C1)NCCS(=O)(=O)C (N-{3-[2-(1-Methylethyl)-5-(2-{[2-(methylsulfonyl)ethyl]amino}-4-pyrimidinyl)-1,3-thiazol-4-yl]phenyl}-2-furansulfonamide). The yield is 21.1%. As a reaction SMILES: [CH3:1][S:2]([CH2:5][CH2:6][NH2:7])(=[O:4])=[O:3].Cl[C:9]1[N:14]=[C:13]([C:15]2[S:19][C:18]([CH:20]([CH3:22])[CH3:21])=[N:17][C:16]=2[C:23]2[CH:24]=[C:25]([NH:29][S:30]([C:33]3[O:34][CH:35]=[CH:36][CH:37]=3)(=[O:32])=[O:31])[CH:26]=[CH:27][CH:28]=2)[CH:12]=[CH:11][N:10]=1.C(OCC)C>C(Cl)Cl.Cl>[CH3:22][CH:20]([C:18]1[S:19][C:15]([C:13]2[CH:12]=[CH:11][N:10]=[C:9]([NH:7][CH2:6][CH2:5][S:2]([CH3:1])(=[O:4])=[O:3])[N:14]=2)=[C:16]([C:23]2[CH:24]=[C:25]([NH:29][S:30]([C:33]3[O:34][CH:35]=[CH:36][CH:37]=3)(=[O:32])=[O:31])[CH:26]=[CH:27][CH:28]=2)[N:17]=1)[CH3:21]. Procedure details: [2-(Methylsulfonyl)ethyl]amine (267 mg, 2.169 mmol) and N-{3-[5-(2-chloro-4-pyrimidinyl)-2-(1-methylethyl)-1,3-thiazol-4-yl]phenyl}-2-furansulfonamide (100 mg, 0.217 mmol) were combined and heated to 56° C. overnight. The reaction mixture was cooled to rt and diluted with DCM and 10% aqueous HCl. The layers were separated and the water layer was extracted twice more with DCM. The combined organic layers were dried over MgSO4, filtered and concentrated to yield an oil. The oil was chromatographed...